This data is from the Open Reaction Database (ORD), a public repository of structured organic reaction records. The task is: describe an organic reaction: reactants, conditions, products, and yield As a reaction SMILES: [C:1]([O:5][C:6]([NH:8][C@H:9]([C:17]([OH:19])=[O:18])[CH2:10][C:11]1[CH:16]=[CH:15][CH:14]=[CH:13][CH:12]=1)=[O:7])([CH3:4])([CH3:3])[CH3:2].[CH:20]1[C:25]([N+:26]([O-:28])=[O:27])=[CH:24][CH:23]=[C:22](O)[CH:21]=1.C1(N=C=NC2CCCCC2)CCCCC1>C(OCC)(=O)C>[N+:26]([C:25]1[CH:20]=[CH:21][C:22]([O:18][C:17](=[O:19])[C@H:9]([CH2:10][C:11]2[CH:16]=[CH:15][CH:14]=[CH:13][CH:12]=2)[NH:8][C:6]([O:5][C:1]([CH3:4])([CH3:2])[CH3:3])=[O:7])=[CH:23][CH:24]=1)([O-:28])=[O:27]. Procedure: To a solution of N-tert-butoxycarbonylphenylalanine (53 g, 0.2 mol) and p-nitrophenol (27.8 g, 0.2 mol) in ethyl acetate (200 ml) in an ice-water bath was dropwise added a solution of N,N′-dicyclohexylcarbodiimide (41.2 g, 0.2 mol) in ethyl acetate (100 ml), and the mixture was stirred in an ice-water bath for 3 hours and then at room temperature for 20 hours. The precipitated N,N′-dicyclohexylcarbodiurea was filtered off and the filtrate was concentrated under reduced pressure. The residue thus... Yields the product [N+](=O)([O-])C1=CC=C(C=C1)OC([C@@H](NC(=O)OC(C)(C)C)CC1=CC=CC=C1)=O (N-tert-butoxycarbonylphenylalanine p-nitrophenyl ester). Solvent: C(C)(=O)OCC (ethyl acetate), C(C)(=O)OCC (ethyl acetate). Reaction conditions: time 3 hour. The reactants are C(C)(C)(C)OC(=O)N[C@@H](CC1=CC=CC=C1)C(=O)O (N-tert-butoxycarbonylphenylalanine), C1=CC(=CC=C1[N+](=O)[O-])O (p-nitrophenol), C1(CCCCC1)N=C=NC1CCCCC1 (N,N′-dicyclohexylcarbodiimide). Procedure: The title compound is prepared in a manner substantially similar to Example 128 starting from 3-{4-[(4-bromo-phenoxy)-cyclohexyl-methyl]-benzoylamino}-propionic acid methyl ester and 4-trifluoromethyl phenyl boronic acid. The isomers are resolved by methods described herein or known to one skilled in the art. Isomer 1 MS: 524.3 [M−H]−; Isomer 2 MS: 524.3 [M−H]−. The reactants are COC(CCNC(C1=CC=C(C=C1)C(C1CCCCC1)OC1=CC=C(C=C1)Br)=O)=O (3-{4-[(4-bromo-phenoxy)-cyclohexyl-methyl]-benzoylamino}-propionic acid methyl ester), FC(C1=CC=C(C=C1)B(O)O)(F)F (4-trifluoromethyl phenyl boronic acid). Reaction SMILES: C[O:2][C:3](=[O:30])[CH2:4][CH2:5][NH:6][C:7](=[O:29])[C:8]1[CH:13]=[CH:12][C:11]([CH:14]([O:21][C:22]2[CH:27]=[CH:26][C:25](Br)=[CH:24][CH:23]=2)[CH:15]2[CH2:20][CH2:19][CH2:18][CH2:17][CH2:16]2)=[CH:10][CH:9]=1.[F:31][C:32]([F:43])([F:42])[C:33]1[CH:38]=[CH:37][C:36](B(O)O)=[CH:35][CH:34]=1>>[CH:15]1([CH:14]([O:21][C:22]2[CH:23]=[CH:24][C:25]([C:36]3[CH:37]=[CH:38][C:33]([C:32]([F:43])([F:42])[F:31])=[CH:34][CH:35]=3)=[CH:26][CH:27]=2)[C:11]2[CH:12]=[CH:13][C:8]([C:7]([NH:6][CH2:5][CH2:4][C:3]([OH:2])=[O:30])=[O:29])=[CH:9][CH:10]=2)[CH2:20][CH2:19][CH2:18][CH2:17][CH2:16]1. Product: C1(CCCCC1)C(C1=CC=C(C(=O)NCCC(=O)O)C=C1)OC1=CC=C(C=C1)C1=CC=C(C=C1)C(F)(F)F (3-{4-[cyclohexyl-(4′-trifluoromethyl-biphenyl-4-yloxy)-methyl]-benzoylamino}-propionic acid). Starting materials: CN, CO, O=CC1CCSc2c1c1ccccc1n2-c1ccccc1, c1ccccc1. Product: CN=CC1CCSc2c1c1ccccc1n2-c1ccccc1. As a reaction SMILES: [CH3:22][NH2:23].[CH3:30][OH:31].[CH:1](=[O:2])[CH:3]1[CH2:4][CH2:5][S:6][c:7]2[n:8](-[c:16]3[cH:17][cH:18][cH:19][cH:20][cH:21]3)[c:9]3[cH:10][cH:11][cH:12][cH:13][c:14]3[c:15]21.[cH:24]1[cH:25][cH:26][cH:27][cH:28][cH:29]1>>[CH:1]([CH:3]1[CH2:4][CH2:5][S:6][c:7]2[n:8](-[c:16]3[cH:17][cH:18][cH:19][cH:20][cH:21]3)[c:9]3[cH:10][cH:11][cH:12][cH:13][c:14]3[c:15]21)=[N:23][CH3:22]. The reactants are [N+](=O)([O-])C1=C(C=O)C=CC=C1 (2-nitrobenzaldehyde), C(C)OC(CC(N)=N)=O (amidinoacetic acid ethyl ester). Solvent: C(C)O (ethanol), C(C)O (ethanol). Yields the product C(C)OC(=O)C1=C(NC(=C(C1C1=C(C=CC=C1)[N+](=O)[O-])C(=O)OCC)N)N (2,6-diamino-4-(2-nitrophenyl)-1,4-dihydropyridine-3,5-dicarboxylic acid diethyl ester). The yield is 56.0%. RXN SMILES: [N+:1]([C:4]1[CH:11]=[CH:10][CH:9]=[CH:8][C:5]=1[CH:6]=O)([O-:3])=[O:2].[CH2:12]([O:14][C:15](=[O:20])[CH2:16][C:17](=[NH:19])[NH2:18])[CH3:13]>C(O)C>[CH2:12]([O:14][C:15]([C:16]1[CH:6]([C:5]2[CH:8]=[CH:9][CH:10]=[CH:11][C:4]=2[N+:1]([O-:3])=[O:2])[C:16]([C:15]([O:14][CH2:12][CH3:13])=[O:20])=[C:17]([NH2:18])[NH:19][C:17]=1[NH2:18])=[O:20])[CH3:13]. Procedure details: Upon boiling a solution of 7.6 g 2-nitrobenzaldehyde and 13.0 g amidinoacetic acid ethyl ester in 150 ml ethanol for two hours, 2,6-diamino-4-(2-nitrophenyl)-1,4-dihydropyridine-3,5-dicarboxylic acid diethyl ester of m.p. 142° C (ethanol) is obtained. Starting materials: [H-].[Na+] (sodium hydride), CC(S(=O)C)SC(C)S(=O)C (methyl methylsulfinylmethylsulfide), CN1C(=NC(=C1C=O)C)SCC1=CC=C(C=C1)OC (1,4-Dimethyl-5-formyl-2-(4-methoxybenzylthio)imidazole). Run in O1CCCC1 (tetrahydrofuran), O1CCCC1 (tetrahydrofuran). Reaction conditions: time 16 hour. The product is CN1C(=NC(=C1C=C(SC)S(=O)C)C)SCC1=CC=C(C=C1)OC (1,4-dimethyl-2-(4-methoxybenzylthio)-5-[2-(methylsulfinyl)-2-(methylthio)ethenyl]imidazole). Reaction SMILES: [CH3:1][N:2]1[C:6]([CH:7]=O)=[C:5]([CH3:9])[N:4]=[C:3]1[S:10][CH2:11][C:12]1[CH:17]=[CH:16][C:15]([O:18][CH3:19])=[CH:14][CH:13]=1.[H-].[Na+].C[CH:23]([S:27][CH:28](S(C)=O)C)[S:24]([CH3:26])=[O:25]>O1CCCC1>[CH3:1][N:2]1[C:6]([CH:7]=[C:23]([S:24]([CH3:26])=[O:25])[S:27][CH3:28])=[C:5]([CH3:9])[N:4]=[C:3]1[S:10][CH2:11][C:12]1[CH:17]=[CH:16][C:15]([O:18][CH3:19])=[CH:14][CH:13]=1 |f:1.2|. Procedure: 1,4-Dimethyl-5-formyl-2-(4-methoxybenzylthio)imidazole (8 g, 0.03 mole) in tetrahydrofuran (30 ml) was added to a mixture prepared by adding sodium hydride (1.8 g, 38 mmoles) to a solution of methyl methylsulfinylmethylsulfide (4.7 g, 38 mmoles) in tetrahydrofuran. The mixture was stirred for 16 hours, concentrated in vacuo and the residue was partitioned between water and methylene chloride. The organic phase was dried with sodium sulfate, concentrated in vacuo and the residue chromatographed o... Reactants: CCOC(=O)N=NC(=O)OCC, C1CCOC1, COC(=O)CCc1ccc(O)cc1, OCCCc1ccccc1, c1ccc(P(c2ccccc2)c2ccccc2)cc1. The product is COC(=O)CCc1ccc(OCCCc2ccccc2)cc1. RXN SMILES: [O:43]=[C:44]([O:45][CH2:46][CH3:47])[N:48]=[N:49][C:50]([O:51][CH2:52][CH3:53])=[O:54].[O:55]1[CH2:56][CH2:57][CH2:58][CH2:59]1.[OH:1][c:2]1[cH:3][cH:4][c:5]([CH2:8][CH2:9][C:10](=[O:11])[O:12][CH3:13])[cH:6][cH:7]1.[c:14]1([CH2:20][CH2:21][CH2:22][OH:23])[cH:15][cH:16][cH:17][cH:18][cH:19]1.[c:24]1([P:25]([c:26]2[cH:27][cH:28][cH:29][cH:30][cH:31]2)[c:32]2[cH:33][cH:34][cH:35][cH:36][cH:37]2)[cH:38][cH:39][cH:40][cH:41][cH:42]1>>[O:1]([c:2]1[cH:3][cH:4][c:5]([CH2:8][CH2:9][C:10](=[O:11])[O:12][CH3:13])[cH:6][cH:7]1)[CH2:22][CH2:21][CH2:20][c:14]1[cH:15][cH:16][cH:17][cH:18][cH:19]1. The reactants are C=C1CC(COCc2ccccc2)O1, C1CCOC1, CC1(C)OO1, ClCCl, c1nnn[nH]1. Yields the product OCC1(n2ncnn2)CC(COCc2ccccc2)O1. Reaction SMILES: [CH2:1]([c:2]1[cH:3][cH:4][cH:5][cH:6][cH:7]1)[O:8][CH2:9][CH:10]1[CH2:11][C:12](=[CH2:14])[O:13]1.[CH2:28]1[O:29][CH2:30][CH2:31][CH2:32]1.[CH3:15][C:16]1([CH3:18])[O:17][O:19]1.[Cl:25][CH2:26][Cl:27].[nH:20]1[n:21][n:22][n:23][cH:24]1>>[CH2:1]([c:2]1[cH:3][cH:4][cH:5][cH:6][cH:7]1)[O:8][CH2:9][CH:10]1[CH2:11][C:12]([CH2:14][OH:17])([n:21]2[n:20][cH:24][n:23][n:22]2)[O:13]1.